describe an organic reaction: reactants, conditions, products, and yield From a dataset of the Open Reaction Database (ORD), a public repository of structured organic reaction records. Reactants: C[Si](C/C=C/CO)(C)C (4-trimethylsilyl-(E)-but-2-en-1-ol), OC1=NC=C(C(=O)O)C=C1 (6-hydroxy-nicotinic acid), C1(CCCCC1)N=C=NC1CCCCC1 (dicyclohexylcarbodiimide). The reagents and catalysts are CN(C1=CC=NC=C1)C (4-dimethylaminopyridine). Solvent: CN(C=O)C (dimethylformamide). Product: OC1=NC=C(C(=O)OC\C=C\C[Si](C)(C)C)C=C1 (4-trimethylsilanyl-(E)-but-2-enyl 6-hydroxy-nicotinate). The yield is 38.0%. As a reaction SMILES: [CH3:1][Si:2]([CH3:9])([CH3:8])[CH2:3]/[CH:4]=[CH:5]/[CH2:6][OH:7].[OH:10][C:11]1[CH:19]=[CH:18][C:14]([C:15](O)=[O:16])=[CH:13][N:12]=1.C1(N=C=NC2CCCCC2)CCCCC1>CN(C)C1C=CN=CC=1.CN(C)C=O>[OH:10][C:11]1[CH:19]=[CH:18][C:14]([C:15]([O:7][CH2:6]/[CH:5]=[CH:4]/[CH2:3][Si:2]([CH3:9])([CH3:8])[CH3:1])=[O:16])=[CH:13][N:12]=1. Procedure: 1.3 g of 4-trimethylsilyl-(E)-but-2-en-1-ol (synthesis described in J. Org. Chem. 1984, 49, 4092), 1.08 g of 6-hydroxy-nicotinic acid and 178 mg of 4-dimethylaminopyridine were placed in succession in 30 ml of abs. dimethylformamide. 1.77 g (1.1 eq.) of dicyclohexylcarbodiimide were added thereto at 0° and the mixture was left to react at room temperature overnight. The separated urea was filtered off, the filtrate was extracted with ethyl acetate, washed twice with H2O, dried over Na2 SO4 and t... The reactants are ( 10-11 ), [OH-].[Na+] (NaOH), N1CCOCC1 (morpholine), N1C=CC=C1 (pyrrole), C=O (Formaldehyde). Solvent: C(C)(=O)O (acetic acid). Conditions: time 2 hour. Yields the product N1C(=CC=C1)CN1CCOCC1 (4-(1H-Pyrrol-2-ylmethyl)-morpholine). RXN SMILES: [NH:1]1[CH2:6][CH2:5][O:4][CH2:3][CH2:2]1.[NH:7]1[CH:11]=[CH:10][CH:9]=[CH:8]1.[CH2:12]=O.[OH-].[Na+]>C(O)(=O)C>[NH:7]1[CH:11]=[CH:10][CH:9]=[C:8]1[CH2:12][N:1]1[CH2:6][CH2:5][O:4][CH2:3][CH2:2]1 |f:3.4|. Reported procedure: To a solution of morpholine (22 mmoles) in acetic acid (10 ml) there is added pyrrole (20 mmoles) dropwise at 0° C. Formaldehyde (37% aq., 20 mmoles) is then added dropwise. The reaction mixture is stirred for 2 hours at ambient temperature. The solution is cooled to 0° C. and is brought to alkaline pH (10-11) using 20% aqueous NaOH solution. After extraction with DCM, the organic phases are washed with water and with saturated aqueous NaCl solution, dried over sodium sulphate, filtered and evap... Reactants: BrCCOCCBr, [Li]CCCC, CCCCCC, O=S(=O)(Cc1cc(F)ccc1F)c1ccc(Cl)cc1, C1CCOC1, O. Yields the product O=S(=O)(c1ccc(Cl)cc1)C1(c2cc(F)ccc2F)CCOCC1. Reaction SMILES: [Br:31][CH2:32][CH2:33][O:34][CH2:35][CH2:36][Br:37].[CH2:26]([Li:27])[CH2:28][CH2:29][CH3:30].[CH3:20][CH2:21][CH2:22][CH2:23][CH2:24][CH3:25].[Cl:1][c:2]1[cH:3][cH:4][c:5]([S:8](=[O:9])(=[O:10])[CH2:11][c:12]2[c:13]([F:19])[cH:14][cH:15][c:16]([F:18])[cH:17]2)[cH:6][cH:7]1.[O:38]1[CH2:39][CH2:40][CH2:41][CH2:42]1.[OH2:43]>>[Cl:1][c:2]1[cH:3][cH:4][c:5]([S:8](=[O:9])(=[O:10])[C:11]2([c:12]3[c:13]([F:19])[cH:14][cH:15][c:16]([F:18])[cH:17]3)[CH2:32][CH2:33][O:34][CH2:35][CH2:36]2)[cH:6][cH:7]1.